From a dataset of the Open Reaction Database (ORD), a public repository of structured organic reaction records. describe an organic reaction: reactants, conditions, products, and yield Reactants: Clc1ccc2cc[nH]c2c1, Fc1ccc(I)cc1. The product is Fc1ccc(-n2ccc3ccc(Cl)cc32)cc1. RXN SMILES: [Cl:1][c:2]1[cH:3][cH:4][c:5]2[cH:6][cH:7][nH:8][c:9]2[cH:10]1.[F:11][c:12]1[cH:13][cH:14][c:15]([I:18])[cH:16][cH:17]1>>[Cl:1][c:2]1[cH:3][cH:4][c:5]2[cH:6][cH:7][n:8](-[c:15]3[cH:14][cH:13][c:12]([F:11])[cH:17][cH:16]3)[c:9]2[cH:10]1. The reactants are S1C=NC2=C1C=C(C=C2)C(=O)C2CC1(OCCO1)CCC2=O (7-(Benzothiazole-6-carbonyl)-1,4-dioxa-spiro[4.5]decan-8-one), [O-]CC.[Na+] (sodium ethoxide). Solvent: C(C)O (ethanol). Reaction conditions: time 12 hour. The product is C(C)OC(CCC1(OCCO1)CCC(=O)C1=CC2=C(N=CS2)C=C1)=O (3-[2-(3-Benzothiazol-6-yl-3-oxo-propyl)-[1,3]dioxolan-2-yl]-propionic acid ethyl ester). As a reaction SMILES: [S:1]1[C:5]2[CH:6]=[C:7]([C:10]([CH:12]3[C:21](=[O:22])[CH2:20][CH2:19][C:14]4([O:18][CH2:17][CH2:16][O:15]4)[CH2:13]3)=[O:11])[CH:8]=[CH:9][C:4]=2[N:3]=[CH:2]1.[O-:23][CH2:24][CH3:25].[Na+]>C(O)C>[CH2:24]([O:23][C:21](=[O:22])[CH2:20][CH2:19][C:14]1([CH2:13][CH2:12][C:10]([C:7]2[CH:8]=[CH:9][C:4]3[N:3]=[CH:2][S:1][C:5]=3[CH:6]=2)=[O:11])[O:18][CH2:17][CH2:16][O:15]1)[CH3:25] |f:1.2|. Reported procedure: Under a nitrogen atmosphere, 7-(Benzothiazole-6-carbonyl)-1,4-dioxa-spiro[4.5]decan-8-one (271 mg, 0.85 mmol) was dissolved in ethanol (1 mL). 2.43 M sodium ethoxide solution (0.01 mL, 0.03 mmol) was added. After 12 hrs, reaction was concentrated in vacuo. The residue was diluted with 10 mL EtOAc/5 mL 10% citric acid. The layers were separated. The aqueous layer was further extracted with EtOAc (3×3 mL). The combined organic layers were washed with water (5 mL) and brine (5 mL), dried over Na2SO... The reactants are [Cl-].[NH4+] (ammonium chloride), solution, O1CCOC12CCC(CC2)=NCC2=CC=C(C=C2)OC ((1,4-dioxaspiro[4,5]dec-8-ylidene)-(4-methoxybenzyl)amine), O1CCCC1 (tetrahydrofuran), solution, C(C1=CC=CC=C1)[Mg]Cl (benzyl magnesium chloride), O1CCCC1 (tetrahydrofuran). The solvent is O (water). Conditions: time 20 hour. Yields the product C(C1=CC=CC=C1)C1(CCC2(OCCO2)CC1)NCC1=CC=C(C=C1)OC ((8-Benzyl-1,4-dioxaspiro[4,5]dec-8-yl)(4-methoxybenzyl)amine). As a reaction SMILES: [O:1]1[C:5]2([CH2:10][CH2:9][C:8](=[N:11][CH2:12][C:13]3[CH:18]=[CH:17][C:16]([O:19][CH3:20])=[CH:15][CH:14]=3)[CH2:7][CH2:6]2)[O:4][CH2:3][CH2:2]1.O1CCCC1.[CH2:26]([Mg]Cl)[C:27]1[CH:32]=[CH:31][CH:30]=[CH:29][CH:28]=1.[Cl-].[NH4+]>O>[CH2:26]([C:8]1([NH:11][CH2:12][C:13]2[CH:14]=[CH:15][C:16]([O:19][CH3:20])=[CH:17][CH:18]=2)[CH2:9][CH2:10][C:5]2([O:4][CH2:3][CH2:2][O:1]2)[CH2:6][CH2:7]1)[C:27]1[CH:32]=[CH:31][CH:30]=[CH:29][CH:28]=1 |f:3.4|. Reported procedure: In a heated flask a 0.6 M solution of (1,4-dioxaspiro[4,5]dec-8-ylidene)-(4-methoxybenzyl)amine in tetrahydrofuran (17 ml, 10 mmol) was added slowly dropwise under argon and with ice cooling to a 2 M solution of benzyl magnesium chloride in tetrahydrofuran (10 ml, 20 mmol). The mixture was stirred for 20 h at room temperature and then added dropwise to 20% ammonium chloride solution (20 ml) with iced water cooling. The organic phase was separated off and the aqueous phase was extracted with diet... Conditions: temperature 100 celsius, time 6 hour. Reactants: OC(C)(C)C1=CC(=CC=C1)C(C)(OC=C)C (1-(1-hydroxy-1-methylethyl)-3-(1-methyl-1-vinyloxyethyl)benzene), di-μ-chlorobis(1,5-cyclooctadiene) diiridium(I) [Ir(cod)Cl]2, C([O-])([O-])=O.[Na+].[Na+] (sodium carbonate), CC(O)(C1=CC(=CC=C1)C(O)(C)C)C (α,α,α′,α′-tetramethyl-1,3-benzenedimethanol), C(C)(=O)OC=C (vinyl acetate). Yields the product CC(C)(OC=C)C1=CC(=CC=C1)C(C)(C)OC=C (1,3-bis(1-methyl-1-vinyloxyethyl)benzene). Reported procedure: To a mixture of di-μ-chlorobis(1,5-cyclooctadiene) diiridium(I) [Ir(cod)Cl]2 (67 mg, 0.1 mmol) and sodium carbonate (640 mg, 6 mmol) in toluene (5 ml) were added α,α,α′,α′-tetramethyl-1,3-benzenedimethanol (5 mmol) and vinyl acetate (2.15 g, 25 mmol), followed by stirring at 100° C. in an atmosphere of argon gas for 6 hours. The reaction mixture was analyzed by gas chromatography to find that 1-(1-hydroxy-1-methylethyl)-3-(1-methyl-1-vinyloxyethyl)benzene and 1,3-bis(1-methyl-1-vinyloxyethyl)ben... As a reaction SMILES: C(=O)([O-])[O-].[Na+].[Na+].[CH3:7][C:8](C)(C1C=CC=C(C(C)(C)O)C=1)O.C(OC=C)(=O)C.[OH:27][C:28]([C:31]1[CH:36]=[CH:35][CH:34]=[C:33]([C:37]([CH3:42])([O:39][CH:40]=[CH2:41])[CH3:38])[CH:32]=1)([CH3:30])[CH3:29]>C1(C)C=CC=CC=1>[CH3:38][C:37]([C:33]1[CH:34]=[CH:35][CH:36]=[C:31]([C:28]([O:27][CH:7]=[CH2:8])([CH3:30])[CH3:29])[CH:32]=1)([O:39][CH:40]=[CH2:41])[CH3:42] |f:0.1.2|. Run in C1(=CC=CC=C1)C (toluene). Starting materials: O (water), [OH-].[Na+] (sodium hydroxide), O (water), C1(=CC=CC=C1)CC(=O)NCCCN(CCCCCCCCN(CCCNC(=O)CC1=CC=CC=C1)CC1=CC=CC=C1)CC1=CC=CC=C1 (1,18-bis[[(phenyl)methyl]carbonyl]-5,14-bis-[(phenyl)methyl]-1,5,14,18-tetraazaoctadecane), [H-].[Al+3].[Li+].[H-].[H-].[H-] (lithium aluminum hydride). Run in O1CCCC1 (tetrahydrofuran), O1CCCC1 (tetrahydrofuran). Yields the product tetrahydrochloride, C1(=CC=CC=C1)CCNCCCN(CCCCCCCCN(CCCNCCC1=CC=CC=C1)CC1=CC=CC=C1)CC1=CC=CC=C1 (1,18-bis[(2-phenyl)ethyl]-5,14-bis-[(phenyl)methyl]-1,5,14,18-tetraazaoctadecane). Reaction SMILES: [C:1]1([CH2:7][C:8]([NH:10][CH2:11][CH2:12][CH2:13][N:14]([CH2:44][C:45]2[CH:50]=[CH:49][CH:48]=[CH:47][CH:46]=2)[CH2:15][CH2:16][CH2:17][CH2:18][CH2:19][CH2:20][CH2:21][CH2:22][N:23]([CH2:37][C:38]2[CH:43]=[CH:42][CH:41]=[CH:40][CH:39]=2)[CH2:24][CH2:25][CH2:26][NH:27][C:28]([CH2:30][C:31]2[CH:36]=[CH:35][CH:34]=[CH:33][CH:32]=2)=O)=O)[CH:6]=[CH:5][CH:4]=[CH:3][CH:2]=1.[H-].[Al+3].[Li+].[H-].[H-].[H-].O.[OH-].[Na+]>O1CCCC1>[C:1]1([CH2:7][CH2:8][NH:10][CH2:11][CH2:12][CH2:13][N:14]([CH2:44][C:45]2[CH:50]=[CH:49][CH:48]=[CH:47][CH:46]=2)[CH2:15][CH2:16][CH2:17][CH2:18][CH2:19][CH2:20][CH2:21][CH2:22][N:23]([CH2:37][C:38]2[CH:39]=[CH:40][CH:41]=[CH:42][CH:43]=2)[CH2:24][CH2:25][CH2:26][NH:27][CH2:28][CH2:30][C:31]2[CH:32]=[CH:33][CH:34]=[CH:35][CH:36]=2)[CH:2]=[CH:3][CH:4]=[CH:5][CH:6]=1 |f:1.2.3.4.5.6,8.9|. Procedure: Add a solution of 1,18-bis[[(phenyl)methyl]carbonyl]-5,14-bis-[(phenyl)methyl]-1,5,14,18-tetraazaoctadecane (3 g) in tetrahydrofuran (150 mL) dropwise to a suspension of lithium aluminum hydride (0.5 g) in tetrahydrofuran (500 mL). Stir the reaction for 48 hours at room temperature. Decompose the excess reducing agent by dropwise addition of water (1 mL), 15% sodium hydroxide (1 mL) and water (3 mL). Filter the mixture and concentrate the filtrate under vacuum. Dissolve the residue in ethanol (1... The reactants are ClC1=CC(=CC=C1)C(=O)OO (m-chloroperbenzoic acid), C1(=CC=CC=C1)SC1CC(N1CC(CCC1=CC=CC=C1)=O)=O (4-phenylthio-N-(4-phenyl-2-oxobutyl)azetidin-2-one), S(=O)([O-])[O-].[Na+].[Na+] (sodium sulphite), C(O)([O-])=O.[Na+] (sodium hydrogen carbonate), ClC1=CC(=CC=C1)C(=O)OO (m-chloroperbenzoic acid). Run in ClCCl (dichloromethane), ClCCl (dichloromethane). Reaction conditions: time 40 minute. Product: C1(=CC=CC=C1)S(=O)C1CC(N1CC(CCC1=CC=CC=C1)=O)=O (4-(Phenylsulphinyl)-N-(4-phenyl-2-oxobutyl)azetidin-2-one). Isolated yield 27.0%. Reaction SMILES: [C:1]1([S:7][CH:8]2[N:11]([CH2:12][C:13](=[O:22])[CH2:14][CH2:15][C:16]3[CH:21]=[CH:20][CH:19]=[CH:18][CH:17]=3)[C:10](=[O:23])[CH2:9]2)[CH:6]=[CH:5][CH:4]=[CH:3][CH:2]=1.ClC1C=CC=C(C(OO)=[O:32])C=1.S([O-])([O-])=O.[Na+].[Na+].C(=O)([O-])O.[Na+]>ClCCl>[C:1]1([S:7]([CH:8]2[N:11]([CH2:12][C:13](=[O:22])[CH2:14][CH2:15][C:16]3[CH:21]=[CH:20][CH:19]=[CH:18][CH:17]=3)[C:10](=[O:23])[CH2:9]2)=[O:32])[CH:2]=[CH:3][CH:4]=[CH:5][CH:6]=1 |f:2.3.4,5.6|. Reported procedure: A solution of 4-phenylthio-N-(4-phenyl-2-oxobutyl)azetidin-2-one (2.3 g, 7 mmol) in dichloromethane (80 ml) was cooled to -50 to -60° C. and a solution of m-chloroperbenzoic acid (1.5 g, 9 mmol) in dichloromethane (60 ml) was added dropwise with stirring over 40 min. After a further 2 hr. at -50 to -60° C. another portion of m-chloroperbenzoic acid (61 mg, 0.35 mmol) was added and stirring continued for 30 min. The reaction mixture was then shaken with a mixture of saturated aqueous sodium sulph... Reaction SMILES: Cl.[NH2:2][C@@H:3]([C:6]1[CH:11]=[CH:10][C:9]([F:12])=[CH:8][CH:7]=1)[CH2:4][OH:5].[OH-].[K+].C1C[O:18][CH2:17]C1.C(=O)(OC(Cl)(Cl)Cl)OC(Cl)(Cl)Cl>O.C(OCC)(=O)C>[F:12][C:9]1[CH:10]=[CH:11][C:6]([C@H:3]2[CH2:4][O:5][C:17](=[O:18])[NH:2]2)=[CH:7][CH:8]=1 |f:0.1,2.3|. Conditions: temperature 0 celsius, time 20 minute. Procedure details: To a solution of (S)-2-amino-2-(4-fluorophenyl)ethanol hydrochloride (2.0 g, 10 mmol) in water (50 mL) cooled to 0° C. was added potassium hydroxide (3.5 g, 63 mmol) followed by THF (50 mL) and the reaction was stirred for 20 minutes at 0° C. Bis(trichloromethyl) carbonate (3.1 g, 10 mmol) was added as a solid and the reaction was stirred at 0° C. for 2 hours. The reaction was poured into ethyl acetate (200 mL) and the organic layer was washed with HCl (1N, 30 mL), NaOH (1N, 30 mL) and brine (30... Starting materials: [OH-].[K+] (potassium hydroxide), C(OC(Cl)(Cl)Cl)(OC(Cl)(Cl)Cl)=O (Bis(trichloromethyl) carbonate), Cl.N[C@H](CO)C1=CC=C(C=C1)F ((S)-2-amino-2-(4-fluorophenyl)ethanol hydrochloride), C1CCOC1 (THF). Solvent: O (water), C(C)(=O)OCC (ethyl acetate). The product is FC1=CC=C(C=C1)[C@@H]1NC(OC1)=O ((S)-4-(4-fluorophenyl)oxazolidin-2-one). Yield: 53.0%.